This data is from the Open Reaction Database (ORD), a public repository of structured organic reaction records. The task is: describe an organic reaction: reactants, conditions, products, and yield Starting materials: Cl.NCC1=CC=C(C=C1)N1CCN(CC1)C(=O)N[C@@H]1CC[C@H](CC1)C(=O)OC (1-(4-aminomethylphenyl)-4-[N-[trans-4-(methoxycarbonyl)-cyclohexyl]-aminocarbonyl]-piperazine-hydrochloride), [OH-].[Li+] (lithium hydroxide), Cl (hydrochloric acid). The solvent is O1CCCC1 (tetrahydrofuran), O (water). The product is NCC1=CC=C(C=C1)N1CCN(CC1)C(=O)N[C@@H]1CC[C@H](CC1)C(=O)O (1-(4-Aminomethylphenyl)-4-[N-(trans-4-carboxycyclohexyl)-aminocarbonyl]-piperazine). RXN SMILES: Cl.[NH2:2][CH2:3][C:4]1[CH:9]=[CH:8][C:7]([N:10]2[CH2:15][CH2:14][N:13]([C:16]([NH:18][C@H:19]3[CH2:24][CH2:23][C@H:22]([C:25]([O:27]C)=[O:26])[CH2:21][CH2:20]3)=[O:17])[CH2:12][CH2:11]2)=[CH:6][CH:5]=1.[OH-].[Li+].Cl>O1CCCC1.O>[NH2:2][CH2:3][C:4]1[CH:5]=[CH:6][C:7]([N:10]2[CH2:15][CH2:14][N:13]([C:16]([NH:18][C@H:19]3[CH2:24][CH2:23][C@H:22]([C:25]([OH:27])=[O:26])[CH2:21][CH2:20]3)=[O:17])[CH2:12][CH2:11]2)=[CH:8][CH:9]=1 |f:0.1,2.3|. Procedure details: 400 mg of 1-(4-aminomethylphenyl)-4-[N-[trans-4-(methoxycarbonyl)-cyclohexyl]-aminocarbonyl]-piperazine-hydrochloride and 3 ml of a 1.4 molar aqueous lithium hydroxide solution in 3 ml of tetrahydrofuran and 2 ml of water is stirred at ambient temperature for 2 hours. Then 3.2 ml of 1N hydrochloric acid are added dropwise and some of the solvent is evaporated off under reduced pressure. The precipitate is suction filtered, triturated with acetone, suction filtered again and dried. Yield: 330 mg ... Reactants: FC1=CC=C2C=CNC2=C1 (6-fluoroindole), C(C)(C)(C)OC(=O)N1C(CC(C1)O[Si](C)(C)C(C)(C)C)C=C[N+](=O)[O-] (4-(tert-Butyl-dimethyl-silanyloxy)-2-(2-nitro-vinyl)-pyrrolidine-1-carboxylic acid tert-butyl ester), CeCl3.7H2O, [Na+].[I-] (NaI), SiO2. Run in CC#N (CH3CN), CO (MeOH). Run at time 72 hour. Product: C(C)(C)(C)OC(=O)N1C(CC(C1)O[Si](C)(C)C(C)(C)C)C(C[N+](=O)[O-])C1=CNC2=CC(=CC=C12)F (4-(tert-Butyl-dimethyl-silanyloxy)-2-[1-(6-fluoro-1H-indol-3-yl)-2-nitro-ethyl]-pyrrolidine-1-carboxylic acid tert-butyl ester). Isolated yield 74.2%. As a reaction SMILES: [Na+].[I-].[F:3][C:4]1[CH:12]=[C:11]2[C:7]([CH:8]=[CH:9][NH:10]2)=[CH:6][CH:5]=1.[C:13]([O:17][C:18]([N:20]1[CH2:24][CH:23]([O:25][Si:26]([C:29]([CH3:32])([CH3:31])[CH3:30])([CH3:28])[CH3:27])[CH2:22][CH:21]1[CH:33]=[CH:34][N+:35]([O-:37])=[O:36])=[O:19])([CH3:16])([CH3:15])[CH3:14]>CO.CC#N>[C:13]([O:17][C:18]([N:20]1[CH2:24][CH:23]([O:25][Si:26]([C:29]([CH3:30])([CH3:31])[CH3:32])([CH3:28])[CH3:27])[CH2:22][CH:21]1[CH:33]([C:8]1[C:7]2[C:11](=[CH:12][C:4]([F:3])=[CH:5][CH:6]=2)[NH:10][CH:9]=1)[CH2:34][N+:35]([O-:37])=[O:36])=[O:19])([CH3:16])([CH3:14])[CH3:15] |f:0.1|. Procedure: To a solution of CeCl3.7H2O (6.06 g, 40.6 mmol) and NaI (2.44 g, 16.2 mmol) in MeOH (200 mL) was added SiO2 (30 g). The resulting pale yellow solution was evaporated to dryness to afford a fine yellow powder. To this solid was added 6-fluoroindole (6.59 g, 48.7 mmol) and a solution of 77 (15.1 g, 40.6 mmol) in anhydrous CH3CN (150 mL). The heterogeneous reaction mixture was evaporated to dryness and allowed to stand 72 h at ambient temperature. The reaction mixture was diluted with CH2Cl2 and ad...